From a dataset of the Open Reaction Database (ORD), a public repository of structured organic reaction records. describe an organic reaction: reactants, conditions, products, and yield Reactants: [H-].[Al+3].[Li+].[H-].[H-].[H-] (lithium aluminum hydride), S1C2=C(C=C1)C(=CC=C2)C#N (benzo[b]thiophene-4-carbonitrile), O (water), [OH-].[Na+] (NaOH), O (water). The solvent is C1CCOC1 (THF). Conditions: temperature 0 celsius, time 17 hour. Product: NCC1=CC=CC=2SC=CC21 (4-Aminomethyl-benzo[b]thiophene). Isolated yield 91.9%. As a reaction SMILES: [H-].[Al+3].[Li+].[H-].[H-].[H-].[S:7]1[CH:11]=[CH:10][C:9]2[C:12]([C:16]#[N:17])=[CH:13][CH:14]=[CH:15][C:8]1=2.O.[OH-].[Na+]>C1COCC1>[NH2:17][CH2:16][C:12]1[C:9]2[CH:10]=[CH:11][S:7][C:8]=2[CH:15]=[CH:14][CH:13]=1 |f:0.1.2.3.4.5,8.9|. Reported procedure: Add lithium aluminum hydride (1M solution in THF, 7.5 mL) to benzo[b]thiophene-4-carbonitrile (prepared as described in WO 0168653) (0.6 g, 3.8 mmol) at 0° C. in THF (38 mL). After 17 h at ambient temperature, cool to 0° C. and add sequentially water (1.89 mL), 2N aqueous NaOH (1.89 mL) and water (2.69 mL). Filter the solids and evaporate the filtrate to obtain the crude amine. Purify by SCX chromatography. Rinse the column with methanol, add a solution of the crude amine in methanol, wash the c...